This data is from the Open Reaction Database (ORD), a public repository of structured organic reaction records. The task is: describe an organic reaction: reactants, conditions, products, and yield The reactants are ClC=1C=CC(=C(C1)B(O)O)OC (5-chloro-2-methoxy benzeneboronic acid), O (Water). Solvent: OO (hydrogen peroxide), C(C)O (ethanol). The product is ClC=1C=CC(=C(C1)O)OC (5-Chloro-2-methoxyphenol). As a reaction SMILES: [Cl:1][C:2]1[CH:3]=[CH:4][C:5]([O:11][CH3:12])=[C:6](B(O)O)[CH:7]=1.[OH2:13]>OO.C(O)C>[Cl:1][C:2]1[CH:3]=[CH:4][C:5]([O:11][CH3:12])=[C:6]([OH:13])[CH:7]=1. Procedure: A solution of 5-chloro-2-methoxy benzeneboronic acid (1.9 g, 10 mmol) in hydrogen peroxide (2.04 ml, 30% solution) and ethanol 40 ml was refluxed for 30 min. Water was added and the product was extracted with two portions of ethyiacetate. Drying over magnesium sulfate and evaporation of the solvent gave the product as an oil. Yield 1.05 g, 65%.